This data is from the Open Reaction Database (ORD), a public repository of structured organic reaction records. The task is: describe an organic reaction: reactants, conditions, products, and yield Reactants: COC(=O)[C@H]1N(C[C@@H](C1)S(=O)(=O)C1=C(C=CC=C1)C(F)(F)F)C=1N(N=C(C1)C)C=1C=C(C=CC1)C ((2S,4R)-1-(5-methyl-2-m-tolyl-2H-pyrazol-3-yl)-4-(2-trifluoromethyl-benzenesulfonyl)-pyrrolidine-2-carboxylic acid methyl ester), [OH-].[Li+] (lithium hydroxide). Product: CC=1C=C(N(N1)C=1C=C(C=CC1)C)N1[C@@H](C[C@H](C1)S(=O)(=O)C1=C(C=CC=C1)C(F)(F)F)C(=O)O ((2S,4R)-1-(5-Methyl-2-m-tolyl-2H-pyrazol-3-yl)-4-(2-trifluoromethyl-benzenesulfonyl)-pyrrolidine-2-carboxylic acid). As a reaction SMILES: C[O:2][C:3]([C@@H:5]1[CH2:9][C@@H:8]([S:10]([C:13]2[CH:18]=[CH:17][CH:16]=[CH:15][C:14]=2[C:19]([F:22])([F:21])[F:20])(=[O:12])=[O:11])[CH2:7][N:6]1[C:23]1[N:24]([C:29]2[CH:30]=[C:31]([CH3:35])[CH:32]=[CH:33][CH:34]=2)[N:25]=[C:26]([CH3:28])[CH:27]=1)=[O:4].[OH-].[Li+]>>[CH3:28][C:26]1[CH:27]=[C:23]([N:6]2[CH2:7][C@H:8]([S:10]([C:13]3[CH:18]=[CH:17][CH:16]=[CH:15][C:14]=3[C:19]([F:20])([F:22])[F:21])(=[O:12])=[O:11])[CH2:9][C@H:5]2[C:3]([OH:4])=[O:2])[N:24]([C:29]2[CH:30]=[C:31]([CH3:35])[CH:32]=[CH:33][CH:34]=2)[N:25]=1 |f:1.2|. Procedure details: In analogy to the procedure described in example 253e, (2S,4R)-1-(5-methyl-2-m-tolyl-2H-pyrazol-3-yl)-4-(2-trifluoromethyl-benzenesulfonyl)-pyrrolidine-2-carboxylic acid methyl ester was saponified in the presence of lithium hydroxide to give the title compound as yellow solid. MS (ESI): m/z=494.1 [M+H]+. The reactants are ClC1=CC=C(C=C1)C1=NC2(C=3N(C4=C1C(=C(S4)C)C)C(=NN3)C)C(C2)C (Racemic 4′-(4-chlorophenyl)-2,2′,3′,9′-tetramethylspiro[cyclopropane-1,6′-thieno[3,2-f][1,2,4]triazolo[4,3-a][1,4]diazepine]), C([C@@H](C)O)O ((R)-propane-1,2-diol). Yields the product ClC1=CC=C(C=C1)C1=N[C@]2(C=3N(C4=C1C(=C(S4)C)C)C(=NN3)C)[C@@H](C2)C ((1S,2R)-4′-(4-chlorophenyl)-2,2′,3′,9′-tetramethyl-spiro[cyclopropane-1,6′-thieno[3,2-f][1,2,4]triazolo[4,3-a][1,4]diazepine]). Reaction SMILES: [Cl:1][C:2]1[CH:7]=[CH:6][C:5]([C:8]2[C:14]3[C:15]([CH3:19])=[C:16]([CH3:18])[S:17][C:13]=3[N:12]3[C:20]([CH3:23])=[N:21][N:22]=[C:11]3[C:10]3([CH2:25][CH:24]3[CH3:26])[N:9]=2)=[CH:4][CH:3]=1.C(O)[C@H](O)C>>[Cl:1][C:2]1[CH:3]=[CH:4][C:5]([C:8]2[C:14]3[C:15]([CH3:19])=[C:16]([CH3:18])[S:17][C:13]=3[N:12]3[C:20]([CH3:23])=[N:21][N:22]=[C:11]3[C@@:10]3([CH2:25][C@H:24]3[CH3:26])[N:9]=2)=[CH:6][CH:7]=1. Procedure: A procedure analogous to the scheme set forth for the synthesis of Compound 215 was followed, with the exception that (R)-propane-1,2-diol was used as starting material. LRMS (M+H)+: 383 m/z. 1H NMR (400 MHz, DMSO-d6) δ 7.50 (s, 4H), 3.80 (t, J=6.98 Hz, 1H), 2.55-2.63 (m, 3H), 2.39 (s, 3H), 1.95-2.03 (m, 1H), 1.58 (s, 3H), 1.39 (d, J=5.95 Hz, 1H), 1.05-1.12 (m, 1H), 0.79 (d, J=5.49 Hz, 3H). Starting materials: methanolic solution, C[O-].[Na+] (sodium methylate), Cl.OCC(C(=O)O)(CCCN)N (2-Hydroxymethyl-2,5-diaminopentanoic acid hydrochloride), Cl (hydrogen chloride), Cl (hydrogen chloride). Solvent: CO (methanol). Run at time 24 hour. Product: OCC1(C(NCCC1)=O)N (3-hydroxymethyl-3-amino-2-piperidone). Isolated yield 80.5%. Reaction SMILES: Cl.[OH:2][CH2:3][C:4]([NH2:12])([CH2:8][CH2:9][CH2:10][NH2:11])[C:5](O)=[O:6].Cl.C[O-].[Na+]>CO>[OH:2][CH2:3][C:4]1([NH2:12])[CH2:8][CH2:9][CH2:10][NH:11][C:5]1=[O:6] |f:0.1,3.4|. Procedure details: 2-Hydroxymethyl-2,5-diaminopentanoic acid hydrochloride (5 g or 2.5×10-2 mole) is suspended in 75 ml of absolute methanol and the solution is saturated with dry hydrogen chloride. The homogenous solution is then heated under reflux for 48 hours. The reaction mixture is regularly saturated with dry hydrogen chloride. The solvent is evaporated under reduced pressure and the hygroscopic residue is dried under high vacuo (6.2 g) and identified as dihydrochloride of 2-hydroxymethyl-2,5-diaminopentano...